This data is from the Open Reaction Database (ORD), a public repository of structured organic reaction records. The task is: describe an organic reaction: reactants, conditions, products, and yield Starting materials: [Na] (Sodium), C(#N)C=1C=NN(C1N(C(=O)OC1=CC=CC=C1)C(=O)OC1=CC=CC=C1)C1=C(C(=C(C=C1)Cl)Cl)Cl (4-cyano-5-di(phenoxycarbonyl)amino-1-(2,3,4-trichlorophenyl)pyrazole), C(=O)=O (carbon dioxide). Run in C(C)(C)(C)O (t-butanol). Product: C(C)(C)(C)OC(=O)NC1=C(C=NN1C1=C(C(=C(C=C1)Cl)Cl)Cl)C#N (5-t-butoxycarbonylamino-4-cyano-1-(2,3,4-trichlorophenyl)pyrazole). RXN SMILES: [Na].[C:2]([C:4]1[CH:5]=[N:6][N:7]([C:28]2[CH:33]=[CH:32][C:31]([Cl:34])=[C:30]([Cl:35])[C:29]=2[Cl:36])[C:8]=1[N:9](C(OC1C=CC=CC=1)=O)[C:10]([O:12][C:13]1[CH:18]=CC=C[CH:14]=1)=[O:11])#[N:3].[C:37](=O)=O>C(O)(C)(C)C>[C:13]([O:12][C:10]([NH:9][C:8]1[N:7]([C:28]2[CH:33]=[CH:32][C:31]([Cl:34])=[C:30]([Cl:35])[C:29]=2[Cl:36])[N:6]=[CH:5][C:4]=1[C:2]#[N:3])=[O:11])([CH3:37])([CH3:18])[CH3:14] |^1:0|. Procedure: Sodium (0.5 g) was added to a stirred mixture of 4-cyano-5-di(phenoxycarbonyl)amino-1-(2,3,4-trichlorophenyl)pyrazole (prepared as described in Example 27; 25 g) in t-butanol (400 ml) and the mixture was heated at reflux for 15 minutes. Solid carbon dioxide pellets were then added to the cooled reaction mixture to adjust the pH to 7. The neutralized reaction mixture was filtered and the filtrate evaporated under reduced pressure to give an oil which was crystallised from ethyl acetate-n-hexane t... The reactants are N1C=C(C2=CC=CC=C12)CCCN1CC(CC1)CN1C=CC2=C(CC1=O)C=C1C(=C2)OCO1 (3-[(N-(3-(indol-3-yl)-propyl)-pyrrolidin-3-yl)-methyl]-7,8-methylenedioxy-2-oxo-1,3-dihydro-2H-3-benzazepine), [H][H] (hydrogen). Reagents/catalysts: [Pd] (palladium/charcoal). The solvent is C(C)O (ethanol). Product: O.N1C=C(C2=CC=CC=C12)CCCN1CC(CC1)CN1CCC2=C(CC1=O)C=C1C(=C2)OCO1 (3-[(N-(3-(Indol-3-yl)-propyl)-pyrrolidin-3-yl)-methyl]-7,8-methylenedioxy-2-oxo-1,3,4,5-tetrahydro-2H-3-benzazepine-monohydrate). As a reaction SMILES: [NH:1]1[C:9]2[C:4](=[CH:5][CH:6]=[CH:7][CH:8]=2)[C:3]([CH2:10][CH2:11][CH2:12][N:13]2[CH2:17][CH2:16][CH:15]([CH2:18][N:19]3[C:25](=[O:26])[CH2:24][C:23]4[CH:27]=[C:28]5[O:33][CH2:32][O:31][C:29]5=[CH:30][C:22]=4[CH:21]=[CH:20]3)[CH2:14]2)=[CH:2]1.[H][H]>C(O)C.[Pd]>[OH2:26].[NH:1]1[C:9]2[C:4](=[CH:5][CH:6]=[CH:7][CH:8]=2)[C:3]([CH2:10][CH2:11][CH2:12][N:13]2[CH2:17][CH2:16][CH:15]([CH2:18][N:19]3[C:25](=[O:26])[CH2:24][C:23]4[CH:27]=[C:28]5[O:33][CH2:32][O:31][C:29]5=[CH:30][C:22]=4[CH2:21][CH2:20]3)[CH2:14]2)=[CH:2]1 |f:4.5|. Procedure: Prepared from 3-[(N-(3-(indol-3-yl)-propyl)-pyrrolidin-3-yl)-methyl]-7,8-methylenedioxy-2-oxo-1,3-dihydro-2H-3-benzazepine with 20% palladium/charcoal at 5 bar hydrogen in ethanol at 80° C. analogously to Example 5. Reactants: 54, COC(=O)P(OC)(OC)=O (dimethyl methoxycarbonylphosphonate), CN(C(=N)NC)C (1,1,3-trimethylguanidine). The solvent is O1CCCC1 (tetrahydrofuran). The product is 71, CN(C(NC)=NC(=O)P(OC)(OC)=O)C (dimethyl 1-dimethylamino-1-methylaminomethyleneaminocarbonylphosphonate). Reaction SMILES: C[O:2][C:3]([P:5](=[O:10])([O:8][CH3:9])[O:6][CH3:7])=O.[CH3:11][N:12]([CH3:17])[C:13]([NH:15][CH3:16])=[NH:14]>O1CCCC1>[CH3:11][N:12]([CH3:17])[C:13](=[N:14][C:3]([P:5](=[O:10])([O:8][CH3:9])[O:6][CH3:7])=[O:2])[NH:15][CH3:16]. Reported procedure: A solution of 54 parts of dimethyl methoxycarbonylphosphonate and 33 parts of 1,1,3-trimethylguanidine in 1000 parts of anhydrous tetrahydrofuran was refluxed for one hour. The solvent was removed under reduced pressure to yield 71 parts of dimethyl 1-dimethylamino-1-methylaminomethyleneaminocarbonylphosphonate, nD25 = 1.4989.